Dataset: the Open Reaction Database (ORD), a public repository of structured organic reaction records. Task: describe an organic reaction: reactants, conditions, products, and yield Starting materials: C(=O)(C(F)(F)F)O (TFA), C(C)[SiH](CC)CC (triethylsilane), CC=1NC=C(C1)C (2,4-dimethyl-1H-pyrrole), N1(CCCC1)S(=O)(=O)C1=C(C=O)C=CC=C1 (2-(pyrrolidin-1-ylsulfonyl)benzaldehyde), [OH-].[Na+] (sodium hydroxide), C([O-])(O)=O.[Na+] (sodium bicarbonate). Solvent: C(C(F)(F)F)O (trifluoroethanol). Conditions: temperature 50 celsius. The product is CC=1NC=C(C1CC1=C(C=CC=C1)S(=O)(=O)N1CCCC1)C (2,4-dimethyl-3-(2-(pyrrolidin-1-ylsulfonyl)benzyl)-1H-pyrrole), CC1=C(NC(=C1)C)CC1=C(C=CC=C1)S(=O)(=O)N1CCCC1 (3,5-dimethyl-2-(2-(pyrrolidin-1-ylsulfonyl)benzyl)-1H-pyrrole). The yield is 17.3%. Reaction SMILES: [CH3:1][C:2]1[NH:3][CH:4]=[C:5]([CH3:7])[CH:6]=1.[N:8]1([S:13]([C:16]2[CH:23]=[CH:22][CH:21]=[CH:20][C:17]=2[CH:18]=O)(=[O:15])=[O:14])[CH2:12][CH2:11][CH2:10][CH2:9]1.[OH-].[Na+].C(O)(C(F)(F)F)=O.C([SiH](CC)CC)C.C(=O)(O)[O-].[Na+]>C(O)C(F)(F)F>[CH3:1][C:2]1[NH:3][CH:4]=[C:5]([CH3:7])[C:6]=1[CH2:18][C:17]1[CH:20]=[CH:21][CH:22]=[CH:23][C:16]=1[S:13]([N:8]1[CH2:12][CH2:11][CH2:10][CH2:9]1)(=[O:14])=[O:15].[CH3:7][C:5]1[CH:6]=[C:2]([CH3:1])[NH:3][C:4]=1[CH2:18][C:17]1[CH:20]=[CH:21][CH:22]=[CH:23][C:16]=1[S:13]([N:8]1[CH2:12][CH2:11][CH2:10][CH2:9]1)(=[O:14])=[O:15] |f:2.3,6.7|. Procedure: A mixture of 2,4-dimethyl-1H-pyrrole (2.0 ml, 19.42 mmol) and 2-(pyrrolidin-1-ylsulfonyl)benzaldehyde (4.65 g, 19.42 mmol) in trifluoroethanol (48.6 ml) and 12.5 sodium hydroxide (1.554 ml, 19.42 mmol) was heated at 50° C. for 1 h. The mixture was poured into ice and the resulting murky solution was decanted. The remaining residue was taken up in benzene and concentrated under vacuum. This residue was diluted in DCM (48.6 ml) and cooled to 0° C. To this solution, were added TFA (7.48 ml, 97 mmol... Reactants: NC1=C(C=C(C=C1)OC)S (2-amino-5-methoxythiophenol), COC=1C(C=CC(C1)=O)=O (2-methoxy-p-benzoquinone), CN(C)C=O (DMF). The solvent is CO (methanol), CO (methanol). Run at time 15 minute. Product: COC1=CC2=NC3=CC=C(C=C3SC2=CC1=O)OC (2,7-dimethoxy-3H-phenothiazin-3-one). RXN SMILES: [CH3:1][O:2][C:3]1[C:4](=[O:10])[CH:5]=[CH:6][C:7](=O)[CH:8]=1.[NH2:11][C:12]1[CH:17]=[CH:16][C:15]([O:18][CH3:19])=[CH:14][C:13]=1[SH:20].CN(C=O)C>CO>[CH3:1][O:2][C:3]1[C:4](=[O:10])[CH:5]=[C:6]2[C:7](=[N:11][C:12]3[C:13]([S:20]2)=[CH:14][C:15]([O:18][CH3:19])=[CH:16][CH:17]=3)[CH:8]=1. Procedure details: To a suspension of 2-methoxy-p-benzoquinone (1.15 kg) (Step 1) in methanol (8 l) was added portionwise a suspension of 2-amino-5-methoxythiophenol (from Step 2) in methanol (6 l). The reacting mixture was stirred for 15 minutes, filtered and washed with methanol (8 l). The product isolated was swished with DMF (16 l) for 2 hours, filtered and air-dried. The crude material was dissolved in hot DMF (16 l) (130°-140° C.), filtered on Celite and the filtrate cooled to room temperature. The resulting...